Dataset: the Open Reaction Database (ORD), a public repository of structured organic reaction records. Task: describe an organic reaction: reactants, conditions, products, and yield Reactants: CCCCn1cc(NC(=O)Nc2ccc(OC(F)(F)F)cc2)nc1C(=O)NCCCCl, COCCOC, NCC(F)(F)F, [I-], [Na+]. Product: CCCCn1cc(NC(=O)Nc2ccc(OC(F)(F)F)cc2)nc1C(=O)NCCCNCC(F)(F)F, Cl. RXN SMILES: [CH2:1]([CH2:2][CH2:3][CH3:4])[n:5]1[c:6]([C:25](=[O:26])[NH:27][CH2:28][CH2:29][CH2:30][Cl:31])[n:7][c:8]([NH:10][C:11](=[O:12])[NH:13][c:14]2[cH:15][cH:16][c:17]([O:20][C:21]([F:22])([F:23])[F:24])[cH:18][cH:19]2)[cH:9]1.[CH3:40][O:41][CH2:42][CH2:43][O:44][CH3:45].[F:32][C:33]([CH2:34][NH2:35])([F:36])[F:37].[I-:39].[Na+:38]>>[CH2:1]([CH2:2][CH2:3][CH3:4])[n:5]1[c:6]([C:25](=[O:26])[NH:27][CH2:28][CH2:29][CH2:30][NH:35][CH2:34][C:33]([F:32])([F:36])[F:37])[n:7][c:8]([NH:10][C:11](=[O:12])[NH:13][c:14]2[cH:15][cH:16][c:17]([O:20][C:21]([F:22])([F:23])[F:24])[cH:18][cH:19]2)[cH:9]1.[ClH:31].